The task is: describe an organic reaction: reactants, conditions, products, and yield. This data is from the Open Reaction Database (ORD), a public repository of structured organic reaction records. The reactants are C[C@@H]1N(CCC1)[C@@H]1CN(CC1)C=1C=C2CCNCC2=CC1 (6-((2S,3′S)-2-methyl-[1,3′]bipyrrolidinyl-1′-yl)-1,2,3,4-tetrahydro-isoquinoline), BrC=1C(=NC=CC1)Cl (3-bromo-2-chloro-pyridine). Yields the product ClC1=NC=CC=C1N1CC2=CC=C(C=C2CC1)N1C[C@H](CC1)N1[C@H](CCC1)C (2-(2-Chloro-pyridin-3-yl)-6-((2S,3′S)-2-methyl-[1,3′]bipyrrolidinyl-1′-yl)-1,2,3,4-tetrahydro-isoquinoline). Reaction SMILES: [CH3:1][C@H:2]1[CH2:6][CH2:5][CH2:4][N:3]1[C@H:7]1[CH2:11][CH2:10][N:9]([C:12]2[CH:13]=[C:14]3[C:19](=[CH:20][CH:21]=2)[CH2:18][NH:17][CH2:16][CH2:15]3)[CH2:8]1.Br[C:23]1[C:24]([Cl:29])=[N:25][CH:26]=[CH:27][CH:28]=1>>[Cl:29][C:24]1[C:23]([N:17]2[CH2:16][CH2:15][C:14]3[C:19](=[CH:20][CH:21]=[C:12]([N:9]4[CH2:10][CH2:11][C@H:7]([N:3]5[CH2:4][CH2:5][CH2:6][C@@H:2]5[CH3:1])[CH2:8]4)[CH:13]=3)[CH2:18]2)=[CH:28][CH:27]=[CH:26][N:25]=1. Reported procedure: The title compound was synthesized in substantially the same way as Example 1 by condensation of 6-((2S,3′S)-2-methyl-[1,3′]bipyrrolidinyl-1′-yl)-1,2,3,4-tetrahydro-isoquinoline with 3-bromo-2-chloro-pyridine. The reactants are O=C([O-])[O-], CN(C)C=O, Cn1c(C(F)(F)F)cc(=O)n(-c2cc(F)c([N+](=O)[O-])cc2F)c1=O, [K+], [K+], O, COC(=O)COc1nc(OC)ccc1O. Yields the product COC(=O)COc1nc(OC)ccc1Oc1cc(-n2c(=O)cc(C(F)(F)F)n(C)c2=O)c(F)cc1[N+](=O)[O-]. As a reaction SMILES: [C:45](=[O:46])([O-:47])[O-:48].[CH3:40][N:41]([CH3:42])[CH:43]=[O:44].[F:16][c:17]1[c:18]([N+:37](=[O:38])[O-:39])[cH:19][c:20]([F:36])[c:21](-[n:23]2[c:24](=[O:35])[n:25]([CH3:34])[c:26]([C:30]([F:31])([F:32])[F:33])[cH:27][c:28]2=[O:29])[cH:22]1.[K+:49].[K+:50].[OH2:51].[OH:1][c:2]1[c:3]([O:10][CH2:11][C:12](=[O:13])[O:14][CH3:15])[n:4][c:5]([O:8][CH3:9])[cH:6][cH:7]1>>[O:1]([c:2]1[c:3]([O:10][CH2:11][C:12](=[O:13])[O:14][CH3:15])[n:4][c:5]([O:8][CH3:9])[cH:6][cH:7]1)[c:17]1[c:18]([N+:37](=[O:38])[O-:39])[cH:19][c:20]([F:36])[c:21](-[n:23]2[c:24](=[O:35])[n:25]([CH3:34])[c:26]([C:30]([F:31])([F:32])[F:33])[cH:27][c:28]2=[O:29])[cH:22]1. Starting materials: C1(=CC=C(C=C1)CS(=O)(=O)CC#N)C (p-Tolylmethanesulfonylacetonitrile), C(C)OC(OCC)OCC (triethylorthoformate), C(C)(=O)OC(C)=O (acetic anhydride). The product is C(C)OC=C(C#N)S(=O)(=O)CC1=CC=C(C=C1)C (3-Ethoxy-2-p-tolylmethanesulfonylacrylonitrile). The yield is 89.7%. RXN SMILES: [C:1]1([CH3:14])[CH:6]=[CH:5][C:4]([CH2:7][S:8]([CH2:11][C:12]#[N:13])(=[O:10])=[O:9])=[CH:3][CH:2]=1.[CH2:15]([O:17][CH:18](OCC)OCC)[CH3:16].C(OC(=O)C)(=O)C>>[CH2:15]([O:17][CH:18]=[C:11]([S:8]([CH2:7][C:4]1[CH:3]=[CH:2][C:1]([CH3:14])=[CH:6][CH:5]=1)(=[O:9])=[O:10])[C:12]#[N:13])[CH3:16]. Procedure: To a solution of 4.4 g (21 mmol) of 2 in 17.5 mL (105 mmol) of triethylorthoformate was added 9.9 mL (105 mmol) of acetic anhydride. The resulting solution was heated to reflux for h before being concentrated to a solid. Recrystallization from AcOEt-hexanes gave 5.0 g (90%) of the title compound as a white solid. The reactants are O.[OH-].[Li+] (lithium hydroxide monohydrate), C(C1=CC=CC=C1)[C@H]1N(C(OC1)=O)C(C(C(C)C)CC1=CC2=C(C=CC=C2C=C1)OCCOC)=O (4(R)-benzyl-3-{2-[8-(2-methoxyethoxy)naphthalen-2-ylmethyl]-3-methylbutyryl}oxazolidin-2-one), OO (hydrogen peroxide), S(=O)([O-])[O-].[Na+].[Na+] (sodium sulphite), C(O)([O-])=O.[Na+] (sodium hydrogen-carbonate). Run in O1CCCC1 (tetrahydrofuran), O (water), O (water). Reaction conditions: temperature 0 celsius, time 6 hour. Product: COCCOC=1C=CC=C2C=CC(=CC12)CC(C(=O)O)C(C)C (2-[8-(2-Methoxyethoxy)naphthalen-2-ylmethyl]-3-methylbutyric acid). Reaction SMILES: OO.O.[OH-].[Li+].C([C@@H]1COC(=O)N1C(=O)[CH:20]([CH2:24][C:25]1[CH:34]=[CH:33][C:32]2[C:27](=[C:28]([O:35][CH2:36][CH2:37][O:38][CH3:39])[CH:29]=[CH:30][CH:31]=2)[CH:26]=1)[CH:21]([CH3:23])[CH3:22])C1C=CC=CC=1.S([O-])([O-])=O.[Na+].[Na+].[C:47](=O)([O-:49])[OH:48].[Na+]>O1CCCC1.O>[CH3:39][O:38][CH2:37][CH2:36][O:35][C:28]1[CH:29]=[CH:30][CH:31]=[C:32]2[C:27]=1[CH:26]=[C:25]([CH2:24][CH:20]([CH:21]([CH3:23])[CH3:22])[C:47]([OH:49])=[O:48])[CH:34]=[CH:33]2 |f:1.2.3,5.6.7,8.9|. Procedure: 122 ml of hydrogen peroxide (30%) are added dropwise and then 0.17 g of lithium hydroxide monohydrate is added to the solution of 0.95 g of 4(R)-benzyl-3-{2-[8-(2-methoxyethoxy)naphthalen-2-ylmethyl]-3-methylbutyryl}oxazolidin-2-one in 12 ml of tetrahydrofuran and 4 ml of water at 0° C. After 6 hours at room temperature, the reaction mixture is cooled to 0° C. and admixed with a solution of 1.54 g of sodium sulphite in 9 ml of water (negative peroxide test). The reaction mixture is adjusted to p... Reactants: BrCC (bromoethane), [H-].[Na+] (NaH), BrC1=C(C=CC=C1)S (2-bromobenzenethiol), resultant mixture, OOS(=O)[O-].[K+] (oxone). Solvent: O (water), CN(C)C=O (DMF). Run at temperature 30 celsius, time 14 hour. The product is BrC1=C(C=CC=C1)S(=O)(=O)CC (1-Bromo-2-(ethylsulfonyl)benzene). The yield is 73.8%. RXN SMILES: [H-].[Na+].[Br:3][C:4]1[CH:9]=[CH:8][CH:7]=[CH:6][C:5]=1S.Br[CH2:12][CH3:13].O[O:15][S:16]([O-:18])=O.[K+]>CN(C=O)C.O>[Br:3][C:4]1[CH:9]=[CH:8][CH:7]=[CH:6][C:5]=1[S:16]([CH2:12][CH3:13])(=[O:18])=[O:15] |f:0.1,4.5|. Reported procedure: To a suspension of NaH (135 mg, 3.40 mmol, 60% in mineral oil) in anhydrous DMF (5 mL) was added 2-bromobenzenethiol (580 mg, 3.10 mmol) drop-wise at rt. After the resultant mixture was stirred at 20° Celsius for 10 min, bromoethane (670 mg, 6.10 mmol) was slowly added into the mixture. The reaction mixture was stirred at 30° Celsius for 14 hours in an oil bath. The reaction was diluted with water (60 mL) and extracted with petroleum ether (20 mL×2). The combined organic extracts were washed wit... Starting materials: ClC1=CC=C(CN2CCNCC2)C=C1 (4-chlorobenzylpiperazine), ICCCN=C=O (3-iodopropyl isocyanate), C(C)(C)(C)C1=CC=C(N)C=C1 (4-t-butylaniline), C([O-])(O)=O.[Na+] (sodium bicarbonate). Solvent: C(C)O (ethanol), CCOCC (ether), CCOCC (ether). Yields the product Cl.Cl.ClC1=CC=C(CN2CCN(CC2)CCCNC(=O)NC2=CC=C(C=C2)C(C)(C)C)C=C1 (1-{3-[4-(4-Chlorobenzyl)piperazin-1-yl]propyl}-3-(4-t-butylphenyl)urea dihydrochloride). Isolated yield 108.4%. RXN SMILES: I[CH2:2][CH2:3][CH2:4][N:5]=[C:6]=[O:7].[C:8]([C:12]1[CH:18]=[CH:17][C:15]([NH2:16])=[CH:14][CH:13]=1)([CH3:11])([CH3:10])[CH3:9].[Cl:19][C:20]1[CH:32]=[CH:31][C:23]([CH2:24][N:25]2[CH2:30][CH2:29][NH:28][CH2:27][CH2:26]2)=[CH:22][CH:21]=1.C(=O)(O)[O-].[Na+]>CCOCC.C(O)C>[ClH:19].[ClH:19].[Cl:19][C:20]1[CH:32]=[CH:31][C:23]([CH2:24][N:25]2[CH2:30][CH2:29][N:28]([CH2:2][CH2:3][CH2:4][NH:5][C:6]([NH:16][C:15]3[CH:14]=[CH:13][C:12]([C:8]([CH3:11])([CH3:9])[CH3:10])=[CH:18][CH:17]=3)=[O:7])[CH2:27][CH2:26]2)=[CH:22][CH:21]=1 |f:3.4,7.8.9|. Procedure details: A solution of 3-iodopropyl isocyanate (4.22 g; 20 mmole) in ether (25 ml) was added to a solution of 4-t-butylaniline (2.98 g; 20 mmole) in ether (25 ml), and the resulting solution refluxed for 3 hours. After removal of the solvent, 4-chlorobenzylpiperazine (4.18 g; 20 mmole) in ethanol (50 ml) was added and the resulting solution refluxed for 24 hours. Aqueous sodium bicarbonate was added to the mixture and the product was extracted with methylene chloride, dried (sodium sulfate), and the salt... Reactants: O=C1CCN(Cc2ccccc2)CC1, Cc1ccccc1, NCCCO, O, Cc1ccc(S(=O)(=O)O)cc1. Product: OCCCNC1CCN(Cc2ccccc2)CC1. RXN SMILES: [CH2:1]([c:2]1[cH:3][cH:4][cH:5][cH:6][cH:7]1)[N:8]1[CH2:9][CH2:10][C:11](=[O:14])[CH2:12][CH2:13]1.[CH3:32][c:33]1[cH:34][cH:35][cH:36][cH:37][cH:38]1.[NH2:15][CH2:16][CH2:17][CH2:18][OH:19].[OH2:31].[c:20]1([CH3:21])[cH:22][cH:23][c:24]([S:25]([OH:26])(=[O:27])=[O:28])[cH:29][cH:30]1>>[CH2:1]([c:2]1[cH:3][cH:4][cH:5][cH:6][cH:7]1)[N:8]1[CH2:9][CH2:10][CH:11]([NH:15][CH2:16][CH2:17][CH2:18][OH:19])[CH2:12][CH2:13]1.